Task: describe an organic reaction: reactants, conditions, products, and yield. Dataset: the Open Reaction Database (ORD), a public repository of structured organic reaction records Starting materials: ClC1=C(C(=CC=C1F)OC)[C@@H](C)C1=CNC2=NC=C(C=C21)C=2C=NN(C2C)[C@@H]2CC[C@H](CC2)C(=O)OCC (ethyl trans-4-(4-{3-[(1S)-1-(2-chloro-3-fluoro-6-methoxyphenyl)ethyl]-1H-pyrrolo[2,3-b]pyridin-5-yl}-5-methyl-1H-pyrazol-1-yl)cyclohexanecarboxylate), CO (MeOH), [OH-].[Li+] (lithium hydroxide), O (H2O). Conditions: time 2 hour. The product is ClC1=C(C(=CC=C1F)OC)[C@@H](C)C1=CNC2=NC=C(C=C21)C=2C=NN(C2C)[C@@H]2CC[C@H](CC2)C(=O)O (trans-4-(4-{3-[(1S)-1-(2-Chloro-3-fluoro-6-methoxyphenyl)ethyl]-1H-pyrrolo[2,3-b]pyridin-5-yl}-5-methyl-1H-pyrazol-1-yl)cyclohexanecarboxylic acid). Reaction SMILES: [Cl:1][C:2]1[C:7]([F:8])=[CH:6][CH:5]=[C:4]([O:9][CH3:10])[C:3]=1[C@H:11]([C:13]1[C:21]2[C:16](=[N:17][CH:18]=[C:19]([C:22]3[CH:23]=[N:24][N:25]([C@H:28]4[CH2:33][CH2:32][C@H:31]([C:34]([O:36]CC)=[O:35])[CH2:30][CH2:29]4)[C:26]=3[CH3:27])[CH:20]=2)[NH:15][CH:14]=1)[CH3:12].CO.[OH-].[Li+].O>>[Cl:1][C:2]1[C:7]([F:8])=[CH:6][CH:5]=[C:4]([O:9][CH3:10])[C:3]=1[C@H:11]([C:13]1[C:21]2[C:16](=[N:17][CH:18]=[C:19]([C:22]3[CH:23]=[N:24][N:25]([C@H:28]4[CH2:33][CH2:32][C@H:31]([C:34]([OH:36])=[O:35])[CH2:30][CH2:29]4)[C:26]=3[CH3:27])[CH:20]=2)[NH:15][CH:14]=1)[CH3:12] |f:2.3|. Procedure: A solution of ethyl trans-4-(4-{3-[(1S)-1-(2-chloro-3-fluoro-6-methoxyphenyl)ethyl]-1H-pyrrolo[2,3-b]pyridin-5-yl}-5-methyl-1H-pyrazol-1-yl)cyclohexanecarboxylate (20.0 mg, 0.0371 mmol) in MeOH (3 mL, 70 mmol) was added lithium hydroxide (4.44 mg, 0.186 mmol) and H2O (1 mL, 60 mmol). The mixture was stirred at rt for 2 h. The organic solvent was removed in vacuo, and the material was extracted with DCM and water (pH=2). The organic layer was concentrated in vacuo to afford the title compound as ... The reactants are CC(C#C)(CCCC(=CCC=C(C)C)C)O (3,7,11-trimethyl-7,10-dodecadien-1-yn-3-ol). The reagents and catalysts are [Rh](Cl)(Cl)Cl.C1(=CC=CC=C1)P(C1=CC=CC=C1)C1=CC=CC=C1 (triphenylphosphine rhodium chloride). Run in C1=CC=CC=C1 (benzene). Yields the product CC(C)=CCCC(=CCCC(C=CC#CC(CCC=C(CCC=C(C)C)C)(O)C)(O)C)C (2,6,10,15,19,23-hexamethyl-2,6,11,18,22-tetracosapentaen-13-yn-10,15-diol). Yield: 94.0%. RXN SMILES: [CH3:1][C:2]([OH:16])([CH2:5][CH2:6][CH2:7][C:8]([CH3:15])=[CH:9][CH2:10][CH:11]=[C:12]([CH3:14])[CH3:13])[C:3]#[CH:4]>C1C=CC=CC=1.[Rh](Cl)(Cl)Cl.C1(P(C2C=CC=CC=2)C2C=CC=CC=2)C=CC=CC=1>[CH3:14][C:12](=[CH:11][CH2:10][CH2:9][C:8]([CH3:15])=[CH:7][CH2:6][CH2:5][C:2]([CH3:1])([OH:16])[CH:3]=[CH:4][C:4]#[C:3][C:2]([CH3:1])([OH:16])[CH2:5][CH2:6][CH:7]=[C:8]([CH3:15])[CH2:9][CH2:10][CH:11]=[C:12]([CH3:14])[CH3:13])[CH3:13] |f:2.3|. Procedure: In contact with triphenylphosphine rhodium chloride [RhCl (PPh3)3 ] catalyst, 3,7,11-trimethyl-7,10-dodecadien-1-yn-3-ol was refluxed in benzene for 3 hours. The reaction mixture was concentrated and purified by column chromatography (developer system: benzene-chloroform =1:1). Analysis of the product by gel permeation chromatography showed that the starting material had substantially reacted to yield 2,6,10,15,19,23-hexamethyl-2,6,11,18,22-tetracosapentaen-13-yn-10,15-diol (94% selectivity). Th... The reactants are [I-].[Na+] (sodium iodide), ClC=1SC(=C(N1)Cl)[N+](=O)[O-] (2,4-dichloro-5-nitrothiazole), O (water). Solvent: CC(=O)C (acetone). Conditions: time 6 day. Product: ClC=1SC(=C(N1)I)[N+](=O)[O-] (2-chloro-4-iodo-5-nitrothiazole). Isolated yield 25.8%. Reaction SMILES: [Cl:1][C:2]1[S:3][C:4]([N+:8]([O-:10])=[O:9])=[C:5](Cl)[N:6]=1.[I-:11].[Na+].O>CC(C)=O>[Cl:1][C:2]1[S:3][C:4]([N+:8]([O-:10])=[O:9])=[C:5]([I:11])[N:6]=1 |f:1.2|. Procedure details: 39.8 g (0.2 mol) of 2,4-dichloro-5-nitrothiazole are dissolved in 500 ml of acetone and, after addition of 90 g (0.6 mol) of sodium iodide, the mixture is stirred at room temperature for about 6 days, the progress of the reaction being monitored by gas chromatography The solvent is then stripped off in vacuo and the residue is stirred into water, filtered off, washed with water and dried. A substance mixture which, according to analysis by gas chromatography, contains 71.5% of 2-iodo-4-chloro-5-... Reactants: ClC1=C(C(=CC(=C1)OC=1C=C2CC(N(C2=CC1)C(C)=O)=O)F)C(F)(F)F (5-[(2-chloro-α,α,α,6-tetrafluoro-p-tolyl)oxy]-1-acetyl-2-indolinone), [H-].[Na+] (sodium hydride), Cl (HCl), BrCCBr (1,2-dibromoethane). The solvent is CS(=O)C (dimethylsulfoxide), CCOCC (ether), O (water), CS(=O)C (dimethylsulfoxide). Product: ClC1=C(C(=CC(=C1)OC=1C=C2C3(C(N(C2=CC1)C(C)=O)=O)CC3)F)C(F)(F)F (5'-[(2-Chloro-α,α,α,6-tetrafluoro-p-tolyl)oxy]-1'-acetyl-spiro [cyclopropane-1,3'-indolin]-2'-one). As a reaction SMILES: [Cl:1][C:2]1[CH:7]=[C:6]([O:8][C:9]2[CH:10]=[C:11]3[C:15](=[CH:16][CH:17]=2)[N:14]([C:18](=[O:20])[CH3:19])[C:13](=[O:21])[CH2:12]3)[CH:5]=[C:4]([F:22])[C:3]=1[C:23]([F:26])([F:25])[F:24].[H-].[Na+].Br[CH2:30][CH2:31]Br.Cl>CS(C)=O.CCOCC.O>[Cl:1][C:2]1[CH:7]=[C:6]([O:8][C:9]2[CH:10]=[C:11]3[C:15](=[CH:16][CH:17]=2)[N:14]([C:18](=[O:20])[CH3:19])[C:13](=[O:21])[C:12]23[CH2:31][CH2:30]2)[CH:5]=[C:4]([F:22])[C:3]=1[C:23]([F:26])([F:25])[F:24] |f:1.2|. Procedure: A solution of 5-[(2-chloro-α,α,α,6-tetrafluoro-p-tolyl)oxy]-1-acetyl-2-indolinone (5.1 g, 12.7 mmol) in dimethylsulfoxide is treated with sodium hydride (1.12 g, 27.9 mmol) portionwise over a 30 minute period, treated dropwise with a solution of 1,2-dibromoethane (2.62 g, 14.0 mmol) in dimethylsulfoxide over a 1 hour period and stirred at room temperature until reaction is complete by thin layer chromatography. The reaction mixture is poured into a mixture of water and ether, treated with 10% HC... Starting materials: C(C)OC(=O)CC=1N=CC2=CC=CC(=C2C1)N=C1SC[C@H]2N1CC=1C=CC=CC1C2 ((S)-3-[(3-ethoxycarbonylmethylisoquinol-5-yl)imino]-1,5,10,10a-tetrahydrothiazolo[3,4-b]-isoquinoline), [OH-].[Na+] (sodium hydroxide). Run in Cl (hydrochloric acid). Run at temperature 5 celsius. The product is C(=O)(O)CC=1N=CC2=CC=CC(=C2C1)N=C1SC[C@H]2N1CC=1C=CC=CC1C2 ((S)-3-[(3-carboxymethylisoquinol-5-yl)imino]-1,5,10,10a-tetrahydrothiazolo[3,4-b]isoquinoline). Yield: 48.0%. As a reaction SMILES: C([O:3][C:4]([CH2:6][C:7]1[N:8]=[CH:9][C:10]2[C:15]([CH:16]=1)=[C:14]([N:17]=[C:18]1[N:22]3[CH2:23][C:24]4[CH:25]=[CH:26][CH:27]=[CH:28][C:29]=4[CH2:30][C@H:21]3[CH2:20][S:19]1)[CH:13]=[CH:12][CH:11]=2)=[O:5])C.[OH-].[Na+]>Cl>[C:4]([CH2:6][C:7]1[N:8]=[CH:9][C:10]2[C:15]([CH:16]=1)=[C:14]([N:17]=[C:18]1[N:22]3[CH2:23][C:24]4[CH:25]=[CH:26][CH:27]=[CH:28][C:29]=4[CH2:30][C@H:21]3[CH2:20][S:19]1)[CH:13]=[CH:12][CH:11]=2)([OH:5])=[O:3] |f:1.2|. Procedure: A solution of (S)-3-[(3-ethoxycarbonylmethylisoquinol-5-yl)imino]-1,5,10,10a-tetrahydrothiazolo[3,4-b]-isoquinoline (3.8 g) in 3 N hydrochloric acid (60 cc) is heated at 100° C. for 6 hours. After cooling, the pH of the solution is adjusted to 7 by adding 5 N sodium hydroxide solution, and the mixture is then extracted with methylene chloride (2×200 cc). The organic extracts are combined, dried over magnesium sulphate and then concentrated to dryness. The resulting residue is dissolved in a dime...